From a dataset of the Open Reaction Database (ORD), a public repository of structured organic reaction records. describe an organic reaction: reactants, conditions, products, and yield The reactants are C(C)(C)N(C(C)C)CC (N,N-diisopropylethylamine), CN(CCN1CCN(CC1)C(=O)OC(C)(C)C)CC1=NC(=CC=C1)C(NC1=C(C=C(C=C1)N1CCCCC1)C1=NC=CC(=C1)C(NCC1=CC(=CC=C1)C(F)(F)F)=O)=O (tert-butyl 4-(2-(methyl((6-((4-(piperidin-1-yl)-2-(4-((3-(trifluoromethyl)benzyl)carbamoyl)pyridin-2-yl)phenyl)carbamoyl)pyridin-2-yl)-methyl)amino)ethyl)piperazine-1-carboxylate), amine, ClCCl.C(=O)(C(F)(F)F)O (dichloromethane TFA), amine, C(C)(=O)Cl (acetyl chloride). The solvent is ClCCl (dichloromethane), ClCCl (dichloromethane). Reaction conditions: temperature 0 celsius. Yields the product C(C)(=O)N1CCN(CC1)CCN(C)CC1=CC=CC(=N1)C(=O)NC1=C(C=C(C=C1)N1CCCCC1)C1=NC=CC(=C1)C(NCC1=CC(=CC=C1)C(F)(F)F)=O (6-(((2-(4-Acetylpiperazin-1-yl)ethyl)(methyl)amino)methyl)-N-(4-(piperidin-1-yl)-2-(4-((3-(trifluoromethyl)benzyl)carbamoyl)pyridin-2-yl)phenyl)picolinamide). Reaction SMILES: [CH3:1][N:2]([CH2:18][C:19]1[CH:24]=[CH:23][CH:22]=[C:21]([C:25](=[O:59])[NH:26][C:27]2[CH:32]=[CH:31][C:30]([N:33]3[CH2:38][CH2:37][CH2:36][CH2:35][CH2:34]3)=[CH:29][C:28]=2[C:39]2[CH:44]=[C:43]([C:45](=[O:58])[NH:46][CH2:47][C:48]3[CH:53]=[CH:52][CH:51]=[C:50]([C:54]([F:57])([F:56])[F:55])[CH:49]=3)[CH:42]=[CH:41][N:40]=2)[N:20]=1)[CH2:3][CH2:4][N:5]1[CH2:10][CH2:9][N:8]([C:11]([O:13]C(C)(C)C)=O)[CH2:7][CH2:6]1.Cl[CH2:61]Cl.C(O)(C(F)(F)F)=O.C(N(CC)C(C)C)(C)C.C(Cl)(=O)C>ClCCl>[C:11]([N:8]1[CH2:7][CH2:6][N:5]([CH2:4][CH2:3][N:2]([CH2:18][C:19]2[N:20]=[C:21]([C:25]([NH:26][C:27]3[CH:32]=[CH:31][C:30]([N:33]4[CH2:34][CH2:35][CH2:36][CH2:37][CH2:38]4)=[CH:29][C:28]=3[C:39]3[CH:44]=[C:43]([C:45](=[O:58])[NH:46][CH2:47][C:48]4[CH:53]=[CH:52][CH:51]=[C:50]([C:54]([F:55])([F:57])[F:56])[CH:49]=4)[CH:42]=[CH:41][N:40]=3)=[O:59])[CH:22]=[CH:23][CH:24]=2)[CH3:1])[CH2:10][CH2:9]1)(=[O:13])[CH3:61] |f:1.2|. Procedure details: The tert-butoxycarbonyl group of tert-butyl 4-(2-(methyl((6-((4-(piperidin-1-yl)-2-(4-((3-(trifluoromethyl)benzyl)carbamoyl)pyridin-2-yl)phenyl)carbamoyl)pyridin-2-yl)-methyl)amino)ethyl)piperazine-1-carboxylate 52 was cleaved by stirring for 1 hour in 1:1 dichloromethane/TFA and the resultant amine converted to the free base by partitioning between ethyl acetate and aqueous sodium bicarbonate solution. Into a 50-mL round-bottom flask, was placed a solution of this amine (110 mg, 0.15 mmol, 1.00... The product is C(CCCCC(=O)O)(=O)O (adipic acid). RXN SMILES: C[O-].[Na+].C(=O)([O-])[O-].[Na+].[Na+].[C:10]([O:19]C)(=[O:18])[CH2:11][CH2:12][CH2:13][CH2:14][C:15]([O-:17])=[O:16]>>[C:10]([OH:19])(=[O:18])[CH2:11][CH2:12][CH2:13][CH2:14][C:15]([OH:17])=[O:16] |f:0.1,2.3.4|. Starting materials: C[O-].[Na+] (sodium methylate), C([O-])([O-])=O.[Na+].[Na+] (sodium carbonate), C(CCCCC(=O)[O-])(=O)OC (monomethyl adipate). Procedure: The electrolytic condensation was conducted in the same manner as described in Example 2 except for changing the neutral salt group from sodium methylate to sodium carbonate by using monomethyl adipate obtained by the half esterification of adipic acid. Electrolytic cell voltage was 7.8 volts. Current efficiency was 67.2% and material yield was 80.2%.